Task: describe an organic reaction: reactants, conditions, products, and yield. Dataset: the Open Reaction Database (ORD), a public repository of structured organic reaction records Reactants: [Br-], O=Cc1cn(C(c2ccccc2)(c2ccccc2)c2ccccc2)cn1, C1CCOC1, C[Mg+]. Yields the product CC(O)c1cn(C(c2ccccc2)(c2ccccc2)c2ccccc2)cn1. Reaction SMILES: [Br-:27].[C:1]([c:2]1[cH:3][cH:4][cH:5][cH:6][cH:7]1)([c:8]1[cH:9][cH:10][cH:11][cH:12][cH:13]1)([c:14]1[cH:15][cH:16][cH:17][cH:18][cH:19]1)[n:20]1[cH:21][n:22][c:23]([CH:25]=[O:26])[cH:24]1.[CH2:30]1[O:31][CH2:32][CH2:33][CH2:34]1.[CH3:28][Mg+:29]>>[C:1]([c:2]1[cH:3][cH:4][cH:5][cH:6][cH:7]1)([c:8]1[cH:9][cH:10][cH:11][cH:12][cH:13]1)([c:14]1[cH:15][cH:16][cH:17][cH:18][cH:19]1)[n:20]1[cH:21][n:22][c:23]([CH:25]([OH:26])[CH3:28])[cH:24]1. Starting materials: [Br-], CC(C)(C)NS(=O)(=O)c1cccc2c(NCCCNC(=O)c3ccc(I)cc3)nsc12, ClCCl, COc1ccc(B(O)O)cc1, CCCC[N+](CCCC)(CCCC)CCCC, [Na+], [Na+], O=C([O-])[O-], CC(=O)[O-], CC(=O)[O-], O, [Pd+2]. Yields the product COc1ccc(-c2ccc(C(=O)NCCCNc3nsc4c(S(=O)(=O)NC(C)(C)C)cccc34)cc2)cc1. As a reaction SMILES: [Br-:49].[C:1]([CH3:2])([CH3:3])([CH3:4])[NH:5][S:6](=[O:7])(=[O:8])[c:9]1[cH:10][cH:11][cH:12][c:13]2[c:14]([NH:18][CH2:19][CH2:20][CH2:21][NH:22][C:23]([c:24]3[cH:25][cH:26][c:27]([I:30])[cH:28][cH:29]3)=[O:31])[n:15][s:16][c:17]12.[CH2:68]([Cl:69])[Cl:70].[CH3:32][O:33][c:34]1[cH:35][cH:36][c:37]([B:40]([OH:41])[OH:42])[cH:38][cH:39]1.[CH3:50][CH2:51][CH2:52][CH2:53][N+:54]([CH2:55][CH2:56][CH2:57][CH3:58])([CH2:59][CH2:60][CH2:61][CH3:62])[CH2:63][CH2:64][CH2:65][CH3:66].[Na+:43].[Na+:44].[O-:45][C:46](=[O:47])[O-:48].[O-:72][C:73]([CH3:74])=[O:75].[O-:76][C:77]([CH3:78])=[O:79].[OH2:67].[Pd+2:71]>>[C:1]([CH3:2])([CH3:3])([CH3:4])[NH:5][S:6](=[O:7])(=[O:8])[c:9]1[cH:10][cH:11][cH:12][c:13]2[c:14]([NH:18][CH2:19][CH2:20][CH2:21][NH:22][C:23]([c:24]3[cH:25][cH:26][c:27](-[c:37]4[cH:36][cH:35][c:34]([O:33][CH3:32])[cH:39][cH:38]4)[cH:28][cH:29]3)=[O:31])[n:15][s:16][c:17]12. The reactants are C(CCC)[Sn](C=C)(CCCC)CCCC (tributyl(vinyl)tin), [Cl-].[Li+] (lithium chloride), COC(CC1=CC=C(C=C1)C#CC1=CC=2C(CCC(C2C(=C1)OS(=O)(=O)C(F)(F)F)=O)(C)C)=O ({4-[8,8-dimethyl-5-oxo-4-trifluoromethanesulfonyloxy-5,6,7,8-tetrahydro-naphthalen-2-ylethynyl]-phenyl}-acetic acid methyl ester), COC(CC1=CC=C(C=C1)C#CC1=CC=2C(CCC(C2C(=C1)OS(=O)(=O)C(F)(F)F)=O)(C)C)=O ({4-[8,8-dimethyl-5-oxo-4-trifluoromethanesulfonyloxy-5,6,7,8-tetrahydro-naphthalen-2-ylethynyl]-phenyl}-acetic acid methyl ester). The reagents and catalysts are C=1C=CC(=CC1)/C=C/C(=O)/C=C/C2=CC=CC=C2.C=1C=CC(=CC1)/C=C/C(=O)/C=C/C2=CC=CC=C2.C=1C=CC(=CC1)/C=C/C(=O)/C=C/C2=CC=CC=C2.[Pd].[Pd] (tris(dibenzylideneacetone)dipalladium(0)), O1C(=CC=C1)P(C=1OC=CC1)C=1OC=CC1 (tri-2-furylphosphine). Solvent: CN1C(CCC1)=O (1-methyl 2-pyrrolidinone), O (water). Run at time 5 minute. Product: COC(CC1=CC=C(C=C1)C#CC1=CC=2C(CCC(C2C(=C1)C=C)=O)(C)C)=O ([4-(8,8-Dimethyl-5-oxo-4-vinyl-5,6,7,8-tetrahydro-naphthalen-2-ylethynyl)-phenyl]-acetic acid methyl ester). The yield is 85.7%. Reaction SMILES: [CH3:1][O:2][C:3](=[O:34])[CH2:4][C:5]1[CH:10]=[CH:9][C:8]([C:11]#[C:12][C:13]2[CH:22]=[C:21](OS(C(F)(F)F)(=O)=O)[C:20]3[C:19](=[O:31])[CH2:18][CH2:17][C:16]([CH3:33])([CH3:32])[C:15]=3[CH:14]=2)=[CH:7][CH:6]=1.[Cl-].[Li+].[CH2:37]([Sn](CCCC)(CCCC)C=C)[CH2:38]CC>CN1CCCC1=O.O.C1C=CC(/C=C/C(/C=C/C2C=CC=CC=2)=O)=CC=1.C1C=CC(/C=C/C(/C=C/C2C=CC=CC=2)=O)=CC=1.C1C=CC(/C=C/C(/C=C/C2C=CC=CC=2)=O)=CC=1.[Pd].[Pd].O1C=CC=C1P(C1OC=CC=1)C1OC=CC=1>[CH3:1][O:2][C:3](=[O:34])[CH2:4][C:5]1[CH:6]=[CH:7][C:8]([C:11]#[C:12][C:13]2[CH:22]=[C:21]([CH:37]=[CH2:38])[C:20]3[C:19](=[O:31])[CH2:18][CH2:17][C:16]([CH3:32])([CH3:33])[C:15]=3[CH:14]=2)=[CH:9][CH:10]=1 |f:1.2,6.7.8.9.10|. Procedure: A solution of {4-[8,8-dimethyl-5-oxo-4-trifluoromethanesulfonyloxy-5,6,7,8-tetrahydro-naphthalen-2-ylethynyl]-phenyl}-acetic acid methyl ester (Intermediate 69, 0.233 g, 0.47 mmol) in anhydrous 1-methyl 2-pyrrolidinone (3 mL) was sparged with argon, and treated with lithium chloride (0.061 g, 1.45 mmol), tri-2-furylphosphine (0.0071 g, 0.031 mmol) and tris(dibenzylideneacetone)dipalladium(0) (0.007 g, 0.015 mmol). After 5 minutes, tributyl(vinyl)tin (0.175 g, 0.55 mmol) was added and the resulti... The reactants are BrC1=CN=C2N1C(=CN=C2NCC2=CC=C(C=C2)S(=O)(=O)N)C (4-[(3-Bromo-5-methyl-imidazo[1,2-a]pyrazin-8-ylamino)-methyl]-benzenesulfonamide), CC1(OB(OC1(C)C)C1=CC=C(C=C1)O)C (4-(4,4,5,5-tetramethyl-[1,3,2]dioxaborolan-2-yl)-phenol), C(=O)([O-])[O-].[K+].[K+] (K2CO3), O (water), O(C1=C(C=CC=C1)P(C1=CC=CC=C1)C1=CC=CC=C1)C1=C(C=CC=C1)P(C1=CC=CC=C1)C1=CC=CC=C1 ((oxidi-2,1-phenylene)bis(diphenylphosphine)). The reagents and catalysts are CC(=O)[O-].CC(=O)[O-].[Pd+2] (Pd(OAc)2). Run at temperature 88 celsius, time 8 hour. The solvent is CN(C)C=O (DMF). Reaction SMILES: Br[C:2]1[N:6]2[C:7]([CH3:23])=[CH:8][N:9]=[C:10]([NH:11][CH2:12][C:13]3[CH:18]=[CH:17][C:16]([S:19]([NH2:22])(=[O:21])=[O:20])=[CH:15][CH:14]=3)[C:5]2=[N:4][CH:3]=1.CC1(C)C(C)(C)OB([C:32]2[CH:37]=[CH:36][C:35]([OH:38])=[CH:34][CH:33]=2)O1.C([O-])([O-])=O.[K+].[K+].O.O(C1C=CC=CC=1P(C1C=CC=CC=1)C1C=CC=CC=1)C1C=CC=CC=1P(C1C=CC=CC=1)C1C=CC=CC=1>CN(C=O)C.CC([O-])=O.CC([O-])=O.[Pd+2]>[OH:38][C:35]1[CH:36]=[CH:37][C:32]([C:2]2[N:6]3[C:7]([CH3:23])=[CH:8][N:9]=[C:10]([NH:11][CH2:12][C:13]4[CH:18]=[CH:17][C:16]([S:19]([NH2:22])(=[O:21])=[O:20])=[CH:15][CH:14]=4)[C:5]3=[N:4][CH:3]=2)=[CH:33][CH:34]=1 |f:2.3.4,8.9.10|. Product: OC1=CC=C(C=C1)C1=CN=C2N1C(=CN=C2NCC2=CC=C(C=C2)S(=O)(=O)N)C (4-{[3-(4-hydroxy-phenyl)-5-methyl-imidazo[1,2-a]pyrazin-8-ylamino]-methyl}-benzenesulfonamide). Procedure details: A mixture of 4-[(3-Bromo-5-methyl-imidazo[1,2-a]pyrazin-8-ylamino)-methyl]-benzenesulfonamide (0.1 g, 0.252 mmol), 4-(4,4,5,5-tetramethyl-[1,3,2]dioxaborolan-2-yl)-phenol (0.061 g, 0.277 mmol), K2CO3 1.5M in water (0.34 mL, 0.504 mmol), Pd(OAc)2 (3.0 mg, 0.013 mmol), and (oxidi-2,1-phenylene)bis(diphenylphosphine) (14 mg, 0.026 mmol) in DMF 1 mL is stirred at 88° C. overnight. The reaction mixture is filtered through cotton, diluted with AcOEt, washed with water, the organic layer dried with MgS... Starting materials: FC(C(=O)NC1=NN(C(C1)C1=CC=CC=C1)C1=CC=C(C=C1)C(C(F)(F)F)=O)(F)F (2,2,2-trifluoro-N-[5 -phenyl-1-(p-trifluoroacetylphenyl)-2-pyrazolin-3-yl]acetamide), N (ammonia). Solvent: CO (methanol). Conditions: time 16 hour. The product is NC1=NN(C(C1)C1=CC=CC=C1)C1=CC=C(C=C1)C(C(F)(F)F)=O (4'-(3-Amino-5-phenyl-2-pyrazolin-1-yl)-2,2,2-trifluoroacetophenone). Reaction SMILES: FC(F)(F)C([NH:5][C:6]1[CH2:10][CH:9]([C:11]2[CH:16]=[CH:15][CH:14]=[CH:13][CH:12]=2)[N:8]([C:17]2[CH:22]=[CH:21][C:20]([C:23](=[O:28])[C:24]([F:27])([F:26])[F:25])=[CH:19][CH:18]=2)[N:7]=1)=O.N>CO>[NH2:5][C:6]1[CH2:10][CH:9]([C:11]2[CH:12]=[CH:13][CH:14]=[CH:15][CH:16]=2)[N:8]([C:17]2[CH:22]=[CH:21][C:20]([C:23](=[O:28])[C:24]([F:25])([F:27])[F:26])=[CH:19][CH:18]=2)[N:7]=1. Procedure: A solution of 1.0 g. of 2,2,2-trifluoro-N-[5 -phenyl-1-(p-trifluoroacetylphenyl)-2-pyrazolin-3-yl]acetamide (prepared as described in Example 9) in 100 ml. of methanol is saturated with ammonia gas, then is stored in a refrigerator for 16 hours. The solution is evaporated to dryness in vacuo. The residue is chromatographed by preparative column chromatography using silica gel and eluting with acetone:hexane, 50:50, to collect the most polar product. The product is recrystallized from dichloromet... The reactants are ClC=1C=C2C(=NC1)C=CC1=C(C2=O)C=C(C=C1)B(O)O ((3-chloro-5-oxo-5H-benzo[4,5]cyclohepta[1,2-b]pyridin-7-yl)boronic acid), C1CCOC1 (THF). The solvent is O (water), C(C)(=O)O (acetic acid), OO (hydrogen peroxide), hexanes, ClCCl (dichloromethane). Run at time 6 hour. The product is ClC=1C=C2C(=NC1)C=CC1=C(C2=O)C=C(C=C1)O (3-chloro-7-hydroxy-5H-benzo[4,5]cyclohepta[1,2-b]pyridin-5-one). As a reaction SMILES: [Cl:1][C:2]1[CH:3]=[C:4]2[C:12](=[O:13])[C:11]3[CH:14]=[C:15](B(O)O)[CH:16]=[CH:17][C:10]=3[CH:9]=[CH:8][C:5]2=[N:6][CH:7]=1.C1C[O:24]CC1>O.C(O)(=O)C.OO.ClCCl>[Cl:1][C:2]1[CH:3]=[C:4]2[C:12](=[O:13])[C:11]3[CH:14]=[C:15]([OH:24])[CH:16]=[CH:17][C:10]=3[CH:9]=[CH:8][C:5]2=[N:6][CH:7]=1. Procedure details: (3-chloro-5-oxo-5H-benzo[4,5]cyclohepta[1,2-b]pyridin-7-yl)boronic acid (1.00 g, 3.5 mmol) was dissolved in a 0° C. solution of 25 mL of THF, 25 mL of water, 0.5 mL of acetic acid and 0.5 mL of 30% (w/w) hydrogen peroxide. The solution was stirred and allowed to warm to ambient temperature. After 6 h, the reaction mixture was partially concentrated and dissolved in 500 mL ethyl acetate. The organic layer was washed with water (2×100 mL), dried with magnesium sulfate, filtered, and concentrated t... Reactants: C(=O)(O)[O-].[Na+] (NaHCO3), BrC1=CC=C(C(=N1)[C@](CF)(C[C@@H](C(F)(F)F)O)N[S@](=O)C(C)(C)C)F ((R)-N-((2S,4S)-2-(6-bromo-3-fluoropyridin-2-yl)-1,5,5,5-tetrafluoro-4-hydroxypentan-2-yl)-2-methylpropane-2-sulfinamide), Cl (HCl). The solvent is O1CCOCC1 (1,4-dioxane), O1CCOCC1 (1,4-dioxane). Reaction conditions: time 45 minute. Yields the product N[C@](C[C@@H](C(F)(F)F)O)(CF)C1=NC(=CC=C1F)Br ((2S,4S)-4-amino-4-(6-bromo-3-fluoropyridin-2-yl)-1,1,1,5-tetrafluoropentan-2-ol). RXN SMILES: [Br:1][C:2]1[N:7]=[C:6]([C@@:8]([NH:18][S@@](C(C)(C)C)=O)([CH2:11][C@H:12]([OH:17])[C:13]([F:16])([F:15])[F:14])[CH2:9][F:10])[C:5]([F:25])=[CH:4][CH:3]=1.Cl.C([O-])(O)=O.[Na+]>O1CCOCC1>[NH2:18][C@@:8]([C:6]1[C:5]([F:25])=[CH:4][CH:3]=[C:2]([Br:1])[N:7]=1)([CH2:9][F:10])[CH2:11][C@H:12]([OH:17])[C:13]([F:15])([F:14])[F:16] |f:2.3|. Procedure: To a 150 mL round-bottomed flask was added (R)-N-((2S,4S)-2-(6-bromo-3-fluoropyridin-2-yl)-1,5,5,5-tetrafluoro-4-hydroxypentan-2-yl)-2-methylpropane-2-sulfinamide (2.01 g, 4.43 mmol), 1,4-dioxane (30 mL) and finally HCl in 1,4-dioxane (Aldrich; 4.43 mL, 17.7 mmol, 4 M). The solution was stirred at rt for 45 min and then poured into sat NaHCO3 (100 mL) and extracted with EtOAc (2×100 mL). The combined extracts were dried (Na2SO4) and concentrated to afford (2S,4S)-4-amino-4-(6-bromo-3-fluoropyrid...